From a dataset of the Open Reaction Database (ORD), a public repository of structured organic reaction records. describe an organic reaction: reactants, conditions, products, and yield Reactants: hydrochloride salt, CC1=CC=C(C=C1)S(=O)(=O)OCC1OC2=C(C1)C=C(C=C2C2=C(C=CC=C2C)C)Cl ([5-chloro-7-(2,6-dimethylphenyl)-2,3-dihydro-1-benzofuran-2-yl]methyl 4-methylbenzenesulfonate), N1CCOCC1 (morpholine). The product is ClC=1C=C(C2=C(CC(O2)CN2CCOCC2)C1)C1=C(C=CC=C1C)C ((±)-4-{[5-chloro-7-(2,6-dimethylphenyl)-2,3-dihydro-1-benzofuran-2-yl]methyl}morpholine). Reaction SMILES: CC1C=CC(S(O[CH2:12][CH:13]2[CH2:17][C:16]3[CH:18]=[C:19]([Cl:30])[CH:20]=[C:21]([C:22]4[C:27]([CH3:28])=[CH:26][CH:25]=[CH:24][C:23]=4[CH3:29])[C:15]=3[O:14]2)(=O)=O)=CC=1.[NH:31]1[CH2:36][CH2:35][O:34][CH2:33][CH2:32]1>>[Cl:30][C:19]1[CH:20]=[C:21]([C:22]2[C:27]([CH3:28])=[CH:26][CH:25]=[CH:24][C:23]=2[CH3:29])[C:15]2[O:14][CH:13]([CH2:12][N:31]3[CH2:36][CH2:35][O:34][CH2:33][CH2:32]3)[CH2:17][C:16]=2[CH:18]=1. Reported procedure: The title compound was prepared (0.09 g, 68%) following the general procedure of Example 390 as a white solid, hydrochloride salt from (±)-([5-chloro-7-(2,6-dimethylphenyl)-2,3-dihydro-1-benzofuran-2-yl]methyl 4-methylbenzenesulfonate (0.15 g, 0.338 mmol) and morpholine (0.58 g, 6.76 mmol). mp 228-230° C. Starting materials: CC(C)(C)OC(=O)N1CC(COCc2ccccc2)C(OCc2ccccc2)C1, CO, Cl. The product is Cl, c1ccc(COCC2CNCC2OCc2ccccc2)cc1. Reaction SMILES: [C:2]([O:3][C:4](=[O:5])[N:9]1[CH2:10][CH:11]([O:23][CH2:24][c:25]2[cH:26][cH:27][cH:28][cH:29][cH:30]2)[CH:12]([CH2:14][O:15][CH2:16][c:17]2[cH:18][cH:19][cH:20][cH:21][cH:22]2)[CH2:13]1)([CH3:6])([CH3:7])[CH3:8].[CH3:31][OH:32].[ClH:1]>>[ClH:1].[NH:9]1[CH2:10][CH:11]([O:23][CH2:24][c:25]2[cH:26][cH:27][cH:28][cH:29][cH:30]2)[CH:12]([CH2:14][O:15][CH2:16][c:17]2[cH:18][cH:19][cH:20][cH:21][cH:22]2)[CH2:13]1. Reactants: N1=CC=C(C=C1)COC=1C=C(C#N)C=CC1 (3-(4-pyridinylmethoxy)benzonitrile), C(=O)O (formic acid). The reagents and catalysts are [Ni] (raney nickel). Yields the product N1=CC=C(C=C1)COC=1C=C(C=O)C=CC1 (3-(4-pyridinylmethoxy)benzaldehyde). Yield: 37.0%. RXN SMILES: [N:1]1[CH:6]=[CH:5][C:4]([CH2:7][O:8][C:9]2[CH:10]=[C:11]([CH:14]=[CH:15][CH:16]=2)[C:12]#N)=[CH:3][CH:2]=1.C(O)=[O:18]>[Ni]>[N:1]1[CH:6]=[CH:5][C:4]([CH2:7][O:8][C:9]2[CH:10]=[C:11]([CH:14]=[CH:15][CH:16]=2)[CH:12]=[O:18])=[CH:3][CH:2]=1. Procedure: A mixture of 3-(4-pyridinylmethoxy)benzonitrile (2.5 g, 0.012 mol) in 75% formic acid (35 ml) was treated with raney nickel (2 g) and heated to reflux for 4 hours. The reaction mixture was filtered through SUPERCELL®, the filtrate was brought to a pH of 8-9 with 5N NaOH, extracted with EtOAc (3×150 ml) and the combined organic layers were dried over MgSO4, filtered and stripped. The residue was purified by column chromatography on silica gel eluting with EtOAc (100%) to afford 0.94 g (37%) of 3-... The reactants are CC(C)(C)OC(=O)N1CCCC1C(=O)O, CCOP(=O)(OCC)On1nnc2ccccc2c1=O, CCN(C(C)C)C(C)C, Cl, NCC(=O)c1ccc(Br)cc1, CN(C)C=O. The product is CC(C)(C)OC(=O)N1CCCC1C(=O)NCC(=O)c1ccc(Br)cc1. RXN SMILES: [C:13]([CH3:14])([CH3:15])([CH3:16])[O:17][C:18](=[O:19])[N:20]1[CH:21]([C:25](=[O:26])[OH:27])[CH2:22][CH2:23][CH2:24]1.[CH2:37]([O:38][P:39]([O:40][n:41]1[c:42](=[O:43])[c:44]2[cH:45][cH:46][cH:47][cH:48][c:49]2[n:50][n:51]1)([O:52][CH2:53][CH3:54])=[O:55])[CH3:56].[CH:28]([N:29]([CH:30]([CH3:31])[CH3:32])[CH2:33][CH3:34])([CH3:35])[CH3:36].[ClH:1].[NH2:2][CH2:3][C:4](=[O:5])[c:6]1[cH:7][cH:8][c:9]([Br:12])[cH:10][cH:11]1.[O:57]=[CH:58][N:59]([CH3:60])[CH3:61]>>[NH:2]([CH2:3][C:4](=[O:5])[c:6]1[cH:7][cH:8][c:9]([Br:12])[cH:10][cH:11]1)[C:25]([CH:21]1[N:20]([C:18]([O:17][C:13]([CH3:14])([CH3:15])[CH3:16])=[O:19])[CH2:24][CH2:23][CH2:22]1)=[O:26]. Starting materials: C1(=CC=CC=C1)C(C(=O)OCC)C(=O)OCC (Diethyl phenylmalonate), [H-].[Al+3].[Li+].[H-].[H-].[H-] (lithium aluminium hydride). The product is C1(=CC=CC=C1)C(CO)CO (2-phenyl-propane-1,3-diol). Reaction SMILES: [C:1]1([CH:7]([C:13](OCC)=[O:14])[C:8](OCC)=[O:9])[CH:6]=[CH:5][CH:4]=[CH:3][CH:2]=1.[H-].[Al+3].[Li+].[H-].[H-].[H-]>>[C:1]1([CH:7]([CH2:8][OH:9])[CH2:13][OH:14])[CH:6]=[CH:5][CH:4]=[CH:3][CH:2]=1 |f:1.2.3.4.5.6|. Reported procedure: Diethyl phenylmalonate is reduced with lithium aluminium hydride to give 2-phenyl-propane-1,3-diol and esterified with an equimolar amount of benzenesulphochloride in anhydrous pyridine to give 2-phenylpropane-1,3-diol monobenzenesulphonate (wax-like substance). Reaction thereof with the potassium salt of hexadecanethiol in ethanol gives the desired 3-hexadecylthio-2-phenylpropan-1-ol (wax-like substance). Reactants: BrC=1C(NC(NC1)=O)=O (5-bromouracil), CN1CCNCC1 (1-methyl piperazine). Product: CN1CCN(CC1)C=1C(NC(NC1)=O)=O (5-(4-methylpiperazin-1-yl)-1H-pyrimidine-2,4-dione). Isolated yield 91.0%. RXN SMILES: Br[C:2]1[C:3](=[O:9])[NH:4][C:5](=[O:8])[NH:6][CH:7]=1.[CH3:10][N:11]1[CH2:16][CH2:15][NH:14][CH2:13][CH2:12]1>>[CH3:10][N:11]1[CH2:16][CH2:15][N:14]([C:2]2[C:3](=[O:9])[NH:4][C:5](=[O:8])[NH:6][CH:7]=2)[CH2:13][CH2:12]1. Reported procedure: The title compound was obtained according to the procedure described for the synthesis of Example 10 (Step1), starting from 5-bromouracil (0.10 g, 0.52 mmol) and 20 equivalents of 1-methyl piperazine. The crude was purified by washing with water (10 dichloromethane (5 mL) and then collected by dispersion in EtOAc. (10 mL). The solvent was removed by evaporation to afford the title compound (0.15 g, 91%) as white powder. 1H NMR (400 MHz, DMSO-d6): δ 2.18 (s, 3H), 2.34-2.42 (m, 4H), 2.74-2.84 (m, ...